The task is: describe an organic reaction: reactants, conditions, products, and yield. This data is from the Open Reaction Database (ORD), a public repository of structured organic reaction records. The reactants are ClC1=NC=NC(=C1)C (4-Chloro-6-methylpyrimidine), C(#N)[Cu] (Cyanocopper), [Cl-].[Li+] (lithium chloride), C(C)(C)(C)[Li] (tert-butyllithium). Run in C1CCOC1 (THF), [NH4+].[Cl-].[NH4+].[OH-] (NH4Cl NH4OH), C1CCOC1 (THF). Reaction conditions: temperature 0 celsius, time 25 minute. The product is C(C)(C)(C)C1=NC=NC(=C1)C (4-tert-butyl-6-methylpyrimidine). Reaction SMILES: C([Cu])#N.[Cl-].[Li+].[C:6]([Li])([CH3:9])([CH3:8])[CH3:7].Cl[C:12]1[CH:17]=[C:16]([CH3:18])[N:15]=[CH:14][N:13]=1>C1COCC1.[NH4+].[Cl-].[NH4+].[OH-]>[C:6]([C:12]1[CH:17]=[C:16]([CH3:18])[N:15]=[CH:14][N:13]=1)([CH3:9])([CH3:8])[CH3:7] |f:1.2,6.7.8.9|. Procedure details: Cyanocopper (1.9 g, 21.5 mmol) and lithium chloride (1.8 g, 42.9 mmol) were stirred in THF (30 mL) until dissolved (approximately 20 min) and then cooled to 0° C. Next, tert-butyllithium (12.6 mL, 21.5 mmol) was slowly added the resulting solution was stirred at 0° C. for 25 min before cooling to −78° C. 4-Chloro-6-methylpyrimidine (2.3 g, 17.9 mmol) in THF (5 mL) was added and the reaction was allowed to warm to RT over 12 h. The reaction mixture was diluted with 10:1 saturated NH4Cl/NH4OH and ... Yields the product CN(CC(CO)NC(=O)C1=CC=CC2=NC3=CC=C4C(=C3N=C12)C=CC=C4OC)C (4-Methoxy-benzo[a]phenazine-11-carboxylic acid (2-dimethylamino-1-hydroxymethyl-ethyl)-amide). Reaction conditions: time 18 hour. RXN SMILES: C[O:2][C:3](=O)[CH:4]([NH:9][C:10]([C:12]1[C:25]2[C:16](=[N:17][C:18]3[C:23]([N:24]=2)=[C:22]2[CH:26]=[CH:27][CH:28]=[C:29]([O:30][CH3:31])[C:21]2=[CH:20][CH:19]=3)[CH:15]=[CH:14][CH:13]=1)=[O:11])[CH2:5][N:6]([CH3:8])[CH3:7].[BH4-].[Li+]>O1CCCC1.C(O)(C)C>[CH3:7][N:6]([CH3:8])[CH2:5][CH:4]([NH:9][C:10]([C:12]1[C:25]2[C:16](=[N:17][C:18]3[C:23]([N:24]=2)=[C:22]2[CH:26]=[CH:27][CH:28]=[C:29]([O:30][CH3:31])[C:21]2=[CH:20][CH:19]=3)[CH:15]=[CH:14][CH:13]=1)=[O:11])[CH2:3][OH:2] |f:1.2|. The reactants are COC(C(CN(C)C)NC(=O)C1=CC=CC2=NC3=CC=C4C(=C3N=C12)C=CC=C4OC)=O (3-dimethylamino-2-[(4-methoxy-benzo[a]phenazine-11-carbonyl)-amino]-propionic acid methyl ester), [BH4-].[Li+] (lithium borohydride), [BH4-].[Li+] (lithium borohydride). Solvent: O1CCCC1 (tetrahydrofuran), C(C)(C)O (isopropanol). Procedure: A mixture of 3-dimethylamino-2-[(4-methoxy-benzo[a]phenazine-11-carbonyl)-amino]-propionic acid methyl ester (335 mg) and lithium borohydride (72 mg) in tetrahydrofuran (10 mL) and isopropanol (10 mL) was stirred at room temperature for 18 hours. Another 5 equivalents of lithium borohydride were added and the mixture stirred for another 18 hours. The reaction was quenched with ammonium chloride solution and extracted with ethyl acetate, dried (MgSO4) and the solvent removed in vacuo to yield a b... Reactants: BrC=1C=C(C=CC1)C1=NC=C(C=C1)C (2-(3-bromophenyl)-5-methylpyridine), C1(=CC=CC=C1)B(O)O (phenylboronic acid), C1(=CC=CC=C1)P(C1=CC=CC=C1)C1=CC=CC=C1 (triphenylphosphine), C([O-])([O-])=O.[K+].[K+] (potassium carbonate). The reagents and catalysts are C(C)(=O)[O-].[Pd+2].C(C)(=O)[O-] (palladium (II) acetate). Solvent: O (water), COCCOC (ethylene glycol dimethyl ether), C(C)(=O)OCC (ethyl acetate). The product is C1(=CC(=CC=C1)C1=NC=C(C=C1)C)C1=CC=CC=C1 (2-biphenyl-3-yl-5-methylpyridine). Yield: 91.6%. Reaction SMILES: Br[C:2]1[CH:3]=[C:4]([C:8]2[CH:13]=[CH:12][C:11]([CH3:14])=[CH:10][N:9]=2)[CH:5]=[CH:6][CH:7]=1.[C:15]1(B(O)O)[CH:20]=[CH:19][CH:18]=[CH:17][CH:16]=1.C1(P(C2C=CC=CC=2)C2C=CC=CC=2)C=CC=CC=1.C(=O)([O-])[O-].[K+].[K+]>C([O-])(=O)C.[Pd+2].C([O-])(=O)C.C(OCC)(=O)C.O.COCCOC>[C:2]1([C:15]2[CH:20]=[CH:19][CH:18]=[CH:17][CH:16]=2)[CH:7]=[CH:6][CH:5]=[C:4]([C:8]2[CH:13]=[CH:12][C:11]([CH3:14])=[CH:10][N:9]=2)[CH:3]=1 |f:3.4.5,6.7.8|. Reported procedure: 2-(3-bromophenyl)-5-methylpyridine (14.0 g, 61 mmol), phenylboronic acid (8.8 g, 72 mmol), palladium (II) acetate (0.34 g, 1.5 mmol), triphenylphosphine (1.6 g, 6.1 mmol), and potassium carbonate (22.3 g, 162 mmol) were mixed with 120 mL of ethylene glycol dimethyl ether and 80 mL of water in a 500 mL round bottom flask equipped with a temperature probe, reflux condenser, and a magnetic stir bar. The solution was then heated at reflux under nitrogen for 16 hr. The cooled reaction mixture was pla... The reactants are ClC(C)Cl (dichloroethane), FC(C1=CC=C(C(=O)Cl)C=C1)(F)F (4-trifluoromethylbenzoyl chloride), O1OOCCC1 (trioxane). Reagents/catalysts: [Cl-].[Cl-].[Cl-].[Cl-].[Zr+4] (zirconium tetrachloride). The solvent is O (water). Run at time 30 minute. Product: FC(C1=CC=C(C(=O)OCCl)C=C1)(F)F (chloromethyl 4-trifluoromethylbenzoate). Reaction SMILES: Cl[CH:2]([Cl:4])C.[F:5][C:6]([F:17])([F:16])[C:7]1[CH:15]=[CH:14][C:10]([C:11](Cl)=[O:12])=[CH:9][CH:8]=1.[O:18]1CCCOO1>[Cl-].[Cl-].[Cl-].[Cl-].[Zr+4].O>[F:5][C:6]([F:17])([F:16])[C:7]1[CH:15]=[CH:14][C:10]([C:11]([O:18][CH2:2][Cl:4])=[O:12])=[CH:9][CH:8]=1 |f:3.4.5.6.7|. Reported procedure: To 10 ml of dichloroethane were added 1 g of zirconium tetrachloride and 1 g of 4-trifluoromethylbenzoyl chloride, and the mixture was stirred at room temperature for 30 minutes. The mixture was cooled to 10° C., 0.16 g of trioxane was added, and the mixture was stirred for 30 minutes, and further stirred at room temperature for 1 hour. The mixture was cooled to 0° C., water was added slowly, the resultant solution was extracted with chloroform three times, and the organic layers were combined, ...